From a dataset of the Open Reaction Database (ORD), a public repository of structured organic reaction records. describe an organic reaction: reactants, conditions, products, and yield The reactants are CS(C)=O, NCc1cccc(OC(F)(F)F)c1, CC(C(=O)O)c1cccc2cnccc12, O=C(O)Cc1cccc2cnccc12. The product is CC(C(=O)NCc1cccc(OC(F)(F)F)c1)c1cccc2cnccc12. Reaction SMILES: [CH3:43][S:44]([CH3:45])=[O:46].[F:1][C:2]([O:3][c:4]1[cH:5][c:6]([CH2:7][NH2:8])[cH:9][cH:10][cH:11]1)([F:12])[F:13].[cH:14]1[n:15][cH:16][cH:17][c:18]2[c:19]([CH:24]([C:25](=[O:26])[OH:27])[CH3:28])[cH:20][cH:21][cH:22][c:23]12.[cH:29]1[c:30]2[c:31]([c:32]([CH2:33][C:34]([OH:35])=[O:36])[cH:37][cH:38][cH:39]2)[cH:40][cH:41][n:42]1>>[F:1][C:2]([O:3][c:4]1[cH:5][c:6]([CH2:7][NH:8][C:25]([CH:24]([c:19]2[c:18]3[cH:17][cH:16][n:15][cH:14][c:23]3[cH:22][cH:21][cH:20]2)[CH3:28])=[O:26])[cH:9][cH:10][cH:11]1)([F:12])[F:13]. Starting materials: NC12CC3CC(CC(C3)C1)C2, CC#N, C#CC1CCC(C#N)N1C(=O)CCl. Yields the product C#CC1CCC(C#N)N1C(=O)CNC12CC3CC(CC(C3)C1)C2. RXN SMILES: [C:14]12([NH2:24])[CH2:15][CH:16]3[CH2:17][CH:18]([CH2:19][CH:20]([CH2:21]1)[CH2:22]3)[CH2:23]2.[CH3:25][C:26]#[N:27].[Cl:1][CH2:2][C:3](=[O:4])[N:5]1[CH:6]([C:12]#[N:13])[CH2:7][CH2:8][CH:9]1[C:10]#[CH:11]>>[CH2:2]([C:3](=[O:4])[N:5]1[CH:6]([C:12]#[N:13])[CH2:7][CH2:8][CH:9]1[C:10]#[CH:11])[NH:24][C:14]12[CH2:15][CH:16]3[CH2:17][CH:18]([CH2:19][CH:20]([CH2:21]1)[CH2:22]3)[CH2:23]2. Reactants: FC=1C=C(C(=O)NC2=CC=C(C3=CC=CC=C23)OC2=NC(=NC=C2)S(=O)(=O)C)C=C(C1)N1CCOCC1 (3-fluoro-N-(4-{[2-(methylsulfonyl)pyrimidin-4-yl]oxy}-1-naphthyl)-5-morpholin-4-ylbenzamide), C1(CCCCC1)N (cyclohexylamine). Yields the product C1(CCCCC1)NC1=NC=CC(=N1)OC1=CC=C(C2=CC=CC=C12)NC(C1=CC(=CC(=C1)N1CCOCC1)F)=O (N-(4-{[2-(Cyclohexylamino)pyrimidin-4-yl]oxy}-1-naphthyl)-3-fluoro-5-morpholin-4-ylbenzamide). As a reaction SMILES: [F:1][C:2]1[CH:3]=[C:4]([CH:29]=[C:30]([N:32]2[CH2:37][CH2:36][O:35][CH2:34][CH2:33]2)[CH:31]=1)[C:5]([NH:7][C:8]1[C:17]2[C:12](=[CH:13][CH:14]=[CH:15][CH:16]=2)[C:11]([O:18][C:19]2[CH:24]=[CH:23][N:22]=[C:21](S(C)(=O)=O)[N:20]=2)=[CH:10][CH:9]=1)=[O:6].[CH:38]1([NH2:44])[CH2:43][CH2:42][CH2:41][CH2:40][CH2:39]1>>[CH:38]1([NH:44][C:21]2[N:20]=[C:19]([O:18][C:11]3[C:12]4[C:17](=[CH:16][CH:15]=[CH:14][CH:13]=4)[C:8]([NH:7][C:5](=[O:6])[C:4]4[CH:29]=[C:30]([N:32]5[CH2:37][CH2:36][O:35][CH2:34][CH2:33]5)[CH:31]=[C:2]([F:1])[CH:3]=4)=[CH:9][CH:10]=3)[CH:24]=[CH:23][N:22]=2)[CH2:43][CH2:42][CH2:41][CH2:40][CH2:39]1. Procedure details: Compound is prepared from 3-fluoro-N-(4-{[2-(methylsulfonyl)pyrimidin-4-yl]oxy}-1-naphthyl)-5-morpholin-4-ylbenzamide and cyclohexylamine according to conditions described in general procedure C. Mp: 135-136° C.; 1H NMR (400 MHz, CDCl3) δ 1.10-1.25 (m, 6 H), 1.58-1.64 (m, 4 H), 1.19 (bs, 1 H), 3.27 (s, 4 H), 3.87-3.89 (m, 4 H), 4.90 (s, 1 H), 6.05 (s, 1 H), 6.78 (d, J=11.3 Hz, 1 H), 7.07 (d, J=7.8 Hz, 1 H), 7.26 (s, 1 H), 7.31-7.33 (m, 2 H), 7.51-7.61 (m, 2 H), 7.90 (d, J=8.6 Hz, 1 H), 7.97-8.00... Reactants: Cc1ccc(F)c(Br)c1, c1ccc(CN2CCC3(CC2)CO3)cc1, C1CCOC1, [Li]CCCC. Yields the product Cc1ccc(F)c(CC2(O)CCN(Cc3ccccc3)CC2)c1. Reaction SMILES: [Br:1][c:2]1[c:3]([F:9])[cH:4][cH:5][c:6]([CH3:8])[cH:7]1.[CH2:15]([c:16]1[cH:17][cH:18][cH:19][cH:20][cH:21]1)[N:22]1[CH2:23][CH2:24][C:25]2([CH2:26][O:27]2)[CH2:28][CH2:29]1.[CH2:30]1[O:31][CH2:32][CH2:33][CH2:34]1.[CH3:10][CH2:11][CH2:12][CH2:13][Li:14]>>[c:2]1([CH2:26][C:25]2([OH:27])[CH2:24][CH2:23][N:22]([CH2:15][c:16]3[cH:17][cH:18][cH:19][cH:20][cH:21]3)[CH2:29][CH2:28]2)[c:3]([F:9])[cH:4][cH:5][c:6]([CH3:8])[cH:7]1. Starting materials: ClC1=NC=2N([C@@H](C(N(C2C=N1)C)=O)CC)C1CCCC1 ((R)-2-Chloro-8-cyclopentyl-7-ethyl-5-methyl-7,8-dihydropteridin-6(5H)-one), S1C(=NC=C1)C1=C(C=NN1COCC[Si](C)(C)C)B(O)O (5-(thiazol-2-yl)-1-((2-(trimethylsilyl)ethoxy)methyl)-1H-pyrazol-4-ylboronic acid). Yields the product C1(CC1)C(C)N1[C@@H](C(N(C=2C=NC(=NC12)C=1C=NNC1C=1SC=CN1)C)=O)CC ((7R)-8-(1-cyclopropylethyl)-7-ethyl-5-methyl-2-(5-(thiazol-2-yl)-1H-pyrazol-4-yl)-7,8-dihydropteridin-6(5H)-one). Reaction SMILES: Cl[C:2]1[N:11]=[CH:10][C:9]2[N:8]([CH3:12])[C:7](=[O:13])[C@@H:6]([CH2:14][CH3:15])[N:5]([CH:16]3[CH2:20][CH2:19][CH2:18][CH2:17]3)[C:4]=2[N:3]=1.[S:21]1[CH:25]=[CH:24][N:23]=[C:22]1[C:26]1[N:30](COCC[Si](C)(C)C)[N:29]=[CH:28][C:27]=1B(O)O>>[CH:20]1([CH:16]([N:5]2[C:4]3[N:3]=[C:2]([C:27]4[CH:28]=[N:29][NH:30][C:26]=4[C:22]4[S:21][CH:25]=[CH:24][N:23]=4)[N:11]=[CH:10][C:9]=3[N:8]([CH3:12])[C:7](=[O:13])[C@H:6]2[CH2:14][CH3:15])[CH3:17])[CH2:19][CH2:18]1. Procedure details: The title compound was prepared similarly to the methods described in Example 5, with Intermediate SS instead of Intermediate B and with 5-(thiazol-2-yl)-1-((2-(trimethylsilyl)ethoxy)methyl)-1H-pyrazol-4-ylboronic acid (Boronic Acid 1) instead of pyridin-4-ylboronic acid. The resulting coupling product is then deprotected by the method described in Example 331 to give the title compound. LCMS: 410.1 m/z (M+H)+; ret. Time: 7.64 min. (Analytical Method C).